From a dataset of the Open Reaction Database (ORD), a public repository of structured organic reaction records. describe an organic reaction: reactants, conditions, products, and yield Reactants: CCOC(=O)C=CC1CCCN1C(=O)OC(C)(C)C, C1CCOC1, [Li+], [OH-], O, O. Product: CC(C)(C)OC(=O)N1CCCC1C=CC(=O)O. RXN SMILES: [C:1]([CH3:2])([CH3:3])([CH3:4])[O:5][C:6](=[O:7])[N:8]1[CH:9]([CH:13]=[CH:14][C:15](=[O:16])[O:17][CH2:18][CH3:19])[CH2:10][CH2:11][CH2:12]1.[CH2:23]1[O:24][CH2:25][CH2:26][CH2:27]1.[Li+:21].[OH-:20].[OH2:22].[OH2:28]>>[C:1]([CH3:2])([CH3:3])([CH3:4])[O:5][C:6](=[O:7])[N:8]1[CH:9]([CH:13]=[CH:14][C:15](=[O:16])[OH:17])[CH2:10][CH2:11][CH2:12]1. Reactants: CC(C)COC(=O)Cl, CC(C)C(N)C(=O)O, [Na+], [Na+], O=C([O-])[O-], C1COCCO1, O. Product: CC(C)COC(=O)NC(C(=O)O)C(C)C. Reaction SMILES: [CH2:15]([CH:16]([CH3:17])[CH3:18])[O:19][C:20](=[O:21])[Cl:22].[CH3:1][CH:2]([CH3:3])[CH:4]([NH2:5])[C:6]([OH:7])=[O:8].[Na+:10].[Na+:9].[O-:11][C:12](=[O:13])[O-:14].[O:24]1[CH2:25][CH2:26][O:27][CH2:28][CH2:29]1.[OH2:23]>>[CH3:1][CH:2]([CH3:3])[CH:4]([NH:5][C:20]([O:19][CH2:15][CH:16]([CH3:17])[CH3:18])=[O:21])[C:6]([OH:7])=[O:8]. Reactants: CN(C)c1ccncc1, ClCCl, O=S(=O)(Cl)c1ccc(C(F)(F)F)cc1, Nc1cccc(COc2ccc(C(CC(=O)N3C(=O)OCC3Cc3ccccc3)c3ccon3)cc2)c1. The product is O=C(CC(c1ccc(OCc2cccc(NS(=O)(=O)c3ccc(C(F)(F)F)cc3)c2)cc1)c1ccon1)N1C(=O)OCC1Cc1ccccc1. Reaction SMILES: [CH3:55][N:56]([c:57]1[cH:58][cH:59][n:60][cH:61][cH:62]1)[CH3:63].[Cl:52][CH2:53][Cl:54].[F:38][C:39]([c:40]1[cH:41][cH:42][c:43]([S:46](=[O:47])(=[O:48])[Cl:49])[cH:44][cH:45]1)([F:50])[F:51].[NH2:1][c:2]1[cH:3][c:4]([CH2:5][O:6][c:7]2[cH:8][cH:9][c:10]([CH:13]([CH2:14][C:15](=[O:16])[N:17]3[C:18](=[O:29])[O:19][CH2:20][CH:21]3[CH2:22][c:23]3[cH:24][cH:25][cH:26][cH:27][cH:28]3)[c:30]3[n:31][o:32][cH:33][cH:34]3)[cH:11][cH:12]2)[cH:35][cH:36][cH:37]1>>[NH:1]([c:2]1[cH:3][c:4]([CH2:5][O:6][c:7]2[cH:8][cH:9][c:10]([CH:13]([CH2:14][C:15](=[O:16])[N:17]3[C:18](=[O:29])[O:19][CH2:20][CH:21]3[CH2:22][c:23]3[cH:24][cH:25][cH:26][cH:27][cH:28]3)[c:30]3[n:31][o:32][cH:33][cH:34]3)[cH:11][cH:12]2)[cH:35][cH:36][cH:37]1)[S:46]([c:43]1[cH:42][cH:41][c:40]([C:39]([F:38])([F:50])[F:51])[cH:45][cH:44]1)(=[O:47])=[O:48]. The reactants are COC1=CC=C2C=CC(NC2=C1)=O (7-methoxy-1H-quinolin-2-one), C(C)(C)(C)OC(=O)N1CC2(CO2)CC1 (1-oxa-5-aza-spiro[2.4]heptane-5-carboxylic acid tert-butyl ester), C(=O)([O-])[O-].[Cs+].[Cs+] (Cs2CO3). The solvent is CN(C)C=O (DMF). Reaction conditions: temperature 70 celsius. The product is C(C)(C)(C)OC(=O)N1CC(CC1)(CN1C(C=CC2=CC=C(C=C12)OC)=O)O (rac-3-hydroxy-3-(7-methoxy-2-oxo-2H-quinolin-1-ylmethyl)-pyrrolidine-1-carboxylic acid tert-butyl ester). The yield is 47.0%. RXN SMILES: [CH3:1][O:2][C:3]1[CH:12]=[C:11]2[C:6]([CH:7]=[CH:8][C:9](=[O:13])[NH:10]2)=[CH:5][CH:4]=1.[C:14]([O:18][C:19]([N:21]1[CH2:27][CH2:26][C:23]2([O:25][CH2:24]2)[CH2:22]1)=[O:20])([CH3:17])([CH3:16])[CH3:15].C([O-])([O-])=O.[Cs+].[Cs+]>CN(C=O)C>[C:14]([O:18][C:19]([N:21]1[CH2:27][CH2:26][C:23]([OH:25])([CH2:24][N:10]2[C:11]3[C:6](=[CH:5][CH:4]=[C:3]([O:2][CH3:1])[CH:12]=3)[CH:7]=[CH:8][C:9]2=[O:13])[CH2:22]1)=[O:20])([CH3:17])([CH3:15])[CH3:16] |f:2.3.4|. Reported procedure: A solution of 7-methoxy-1H-quinolin-2-one (650 mg, 3.7 mmol) and 1-oxa-5-aza-spiro[2.4]heptane-5-carboxylic acid tert-butyl ester (1 eq., commercial) in DMF (10 mL) was treated with Cs2CO3 (1 eq.) and heated at 70° C. overnight. The mixture was partitioned between EA and water, the org. phase washed with water and brine, dried over MgSO4 and concentrated. The product was purified by CC (EA/Hept 1:1, EA) to give the desired intermediate as a yellowish oil (650 mg, 47% yield). Reactants: NC=1N(C=2N(C(C1N=O)=O)CC(N2)(C)C)CC(C)C (7-Amino-2,3-dihydro-2,2-dimethyl-8-(2-methylpropyl)-6-nitrosoimidazo[1,2-a]pyrimidin-5(8H)-one), C(C)(=O)OC(C)=O (acetic anhydride). The product is CC(CN1C=2N(C(C=3N=C(NC13)C)=O)CC(N2)(C)C)C (6,7-Dihydro-4-(2-Methylpropyl)-2,6,6-Trimethyl-3H-Imidazo[1,2-a]Purin-9(4H)-One). RXN SMILES: [NH2:1][C:2]1[N:3]([CH2:16][CH:17]([CH3:19])[CH3:18])[C:4]2[N:5]([CH2:11][C:12]([CH3:15])([CH3:14])[N:13]=2)[C:6](=[O:10])[C:7]=1[N:8]=O.[C:20](OC(=O)C)(=O)[CH3:21]>>[CH3:18][CH:17]([CH3:19])[CH2:16][N:3]1[C:2]2[NH:1][C:20]([CH3:21])=[N:8][C:7]=2[C:6](=[O:10])[N:5]2[CH2:11][C:12]([CH3:15])([CH3:14])[N:13]=[C:4]12. Procedure: The nitroso compound produced in Procedure 130 was catalytically hydrogenated and cyclized by the treatment with acetic anhydride according to the method of Procedure 63. Starting materials: C1(CCCCCC1)CO (cycloheptanemethanol), C(C)(C)(C)OC(=O)ONC(OC(C)(C)C)=O (tert-butyl N-(tert-butoxycarbonyloxy)carbamate), C1(=CC=CC=C1)P(C1=CC=CC=C1)C1=CC=CC=C1 (triphenylphosphine), CCOC(=O)/N=N/C(=O)OCC (diethylazodicarboxylate). Run in C1CCOC1 (THF). Run at time 3 hour. The product is ON(C(=O)N)CC1CCCCCC1 (N-hydroxy-N-1-(1-cycloheptyl)methylurea). RXN SMILES: [CH:1]1([CH2:8]O)[CH2:7][CH2:6][CH2:5][CH2:4][CH2:3][CH2:2]1.C(OC([O:17][NH:18][C:19](=[O:25])OC(C)(C)C)=O)(C)(C)C.C1(P(C2C=CC=CC=2)C2C=CC=CC=2)C=CC=CC=1.CCOC(/[N:50]=N/C(OCC)=O)=O>C1COCC1>[OH:17][N:18]([CH2:8][CH:1]1[CH2:2][CH2:3][CH2:4][CH2:5][CH2:6][CH2:7]1)[C:19]([NH2:50])=[O:25]. Reported procedure: To a stirred solution of cycloheptanemethanol (11.2 g, 100 mmol), tert-butyl N-(tert-butoxycarbonyloxy)carbamate (7.2 g, 104 mmol) and triphenylphosphine (7.2 g, 104 mmol) in THF (150 mL) was added diethylazodicarboxylate dropwise. The mildly exothermic reaction was stirred 3 hours, then concentrated in vacuo. The concentrate was treated with hexane, and the crystalline by-product was vacuum filtered. The filtrate was concentrated in vacuo and the resulting residue was chromatographed (silica ge...